Dataset: the Open Reaction Database (ORD), a public repository of structured organic reaction records. Task: describe an organic reaction: reactants, conditions, products, and yield Reactants: Cl.COC1=C(C=CC=C1)N1CC(N(CC1)CC1=CC=CC=C1)CNC(C1=CC=C(C=C1)NS(=O)(=O)C)=O (N-[[4-(2-methoxyphenyl)-1-(phenylmethyl)piperazin-2-yl]methyl]-4-[(methylsulfonyl)amino]benzamide hydrochloride). Reagents/catalysts: [OH-].[OH-].[Pd+2] (Pd(OH)2). The product is Cl.COC1=C(C=CC=C1)N1CC(NCC1)CNC(C1=CC=C(C=C1)NS(=O)(=O)C)=O (N-[[4-(2-Methoxyphenyl)piperazin-2-yl]methyl]-4-[(methylsulfonyl)amino]benzamide hydrochloride). RXN SMILES: [ClH:1].[CH3:2][O:3][C:4]1[CH:9]=[CH:8][CH:7]=[CH:6][C:5]=1[N:10]1[CH2:15][CH2:14][N:13](CC2C=CC=CC=2)[CH:12]([CH2:23][NH:24][C:25](=[O:37])[C:26]2[CH:31]=[CH:30][C:29]([NH:32][S:33]([CH3:36])(=[O:35])=[O:34])=[CH:28][CH:27]=2)[CH2:11]1>[OH-].[OH-].[Pd+2]>[ClH:1].[CH3:2][O:3][C:4]1[CH:9]=[CH:8][CH:7]=[CH:6][C:5]=1[N:10]1[CH2:15][CH2:14][NH:13][CH:12]([CH2:23][NH:24][C:25](=[O:37])[C:26]2[CH:31]=[CH:30][C:29]([NH:32][S:33]([CH3:36])(=[O:35])=[O:34])=[CH:28][CH:27]=2)[CH2:11]1 |f:0.1,2.3.4,5.6|. Reported procedure: In a manner similar to Example 1, react N-[[4-(2-methoxyphenyl)-1-(phenylmethyl)piperazin-2-yl]methyl]-4-[(methylsulfonyl)amino]benzamide hydrochloride (8.7 g, 16 mmol) with H2 over Pd(OH)2 (0.2 g) catalyst to give the title compound. Reactants: [Br-].ClCCC(=O)NC1=C(C[P+](C2=CC=CC=C2)(C2=CC=CC=C2)C2=CC=CC=C2)C=CC=C1 (2-(3-chloropropionylamino)benzyltriphenylphosphonium bromide), C=1C=CC(=CC1)N2CCNCC2 (phenylpiperazine). Solvent: C(C)#N (acetonitrile). The product is [Br-].C1(=CC=CC=C1)N1CCN(CC1)CCC(=O)NC1=C(C[P+](C2=CC=CC=C2)(C2=CC=CC=C2)C2=CC=CC=C2)C=CC=C1 (2-(3-[4-phenylpiperazin-1-yl]propionylamino) benzyltriphenylphosphonium bromide). Isolated yield 93.3%. As a reaction SMILES: [Br-:1].Cl[CH2:3][CH2:4][C:5]([NH:7][C:8]1[CH:33]=[CH:32][CH:31]=[CH:30][C:9]=1[CH2:10][P+:11]([C:24]1[CH:29]=[CH:28][CH:27]=[CH:26][CH:25]=1)([C:18]1[CH:23]=[CH:22][CH:21]=[CH:20][CH:19]=1)[C:12]1[CH:17]=[CH:16][CH:15]=[CH:14][CH:13]=1)=[O:6].[CH:34]1[CH:35]=[CH:36][C:37]([N:40]2[CH2:45][CH2:44][NH:43][CH2:42][CH2:41]2)=[CH:38][CH:39]=1>C(#N)C>[Br-:1].[C:37]1([N:40]2[CH2:45][CH2:44][N:43]([CH2:3][CH2:4][C:5]([NH:7][C:8]3[CH:33]=[CH:32][CH:31]=[CH:30][C:9]=3[CH2:10][P+:11]([C:24]3[CH:29]=[CH:28][CH:27]=[CH:26][CH:25]=3)([C:18]3[CH:23]=[CH:22][CH:21]=[CH:20][CH:19]=3)[C:12]3[CH:17]=[CH:16][CH:15]=[CH:14][CH:13]=3)=[O:6])[CH2:42][CH2:41]2)[CH:38]=[CH:39][CH:34]=[CH:35][CH:36]=1 |f:0.1,4.5|. Procedure: A mixture of 2-(3-chloropropionylamino)benzyltriphenylphosphonium bromide (2.70 g, 5 mmol) and phenylpiperazine (1.70 g, 10 mmol) in acetonitrile (85 ml) was heated at reflux for 2.5 h. The mixture was cooled to room temperature and filtered and the filtrate evaporated in vacuo to give 2-(3-[4-phenylpiperazin-1-yl]propionylamino) benzyltriphenylphosphonium bromide as a white solid (3.1 g, 93%). The reactants are NC1=C(C=CC=C1)S(=O)(=O)C(C)C (1-Amino-2-(isopropylsulphonyl)benzene), [H-].[Na+] (Sodium hydride), ClC1=NC=C(C(=N1)Cl)C(F)(F)F (2,4-Dichloro-5-(trifluoromethyl)pyrimidine). The solvent is CN(C=O)C (N,N-Dimethyl formamide). Run at time 20 minute. Product: ClC1=NC=C(C(=N1)NC1=C(C=CC=C1)S(=O)(=O)C(C)C)C(F)(F)F (2-chloro-N-[2-(propan-2-ylsulfonyl)phenyl]-5-(trifluoromethyl)pyrimidin-4-amine). Isolated yield 1.6%. As a reaction SMILES: [NH2:1][C:2]1[CH:7]=[CH:6][CH:5]=[CH:4][C:3]=1[S:8]([CH:11]([CH3:13])[CH3:12])(=[O:10])=[O:9].[H-].[Na+].[Cl:16][C:17]1[N:22]=[C:21](Cl)[C:20]([C:24]([F:27])([F:26])[F:25])=[CH:19][N:18]=1>CN(C)C=O>[Cl:16][C:17]1[N:18]=[C:19]([NH:1][C:2]2[CH:7]=[CH:6][CH:5]=[CH:4][C:3]=2[S:8]([CH:11]([CH3:13])[CH3:12])(=[O:10])=[O:9])[C:20]([C:24]([F:27])([F:25])[F:26])=[CH:21][N:22]=1 |f:1.2|. Reported procedure: To a solution of 1-Amino-2-(isopropylsulphonyl)benzene (350 mg, 1.6 mmol) in 4 mL of N,N-Dimethyl formamide at 0 degree, was added Sodium hydride (100 mg) and the reaction mixture was allowed to stirred at 0 degree for 20 minutes. 2,4-Dichloro-5-(trifluoromethyl)pyrimidine (350 mg, 1.6 mmol) was added in one portion and the reaction mixture was warmed to room temperature. The reaction mixture was stirred at room temperature overnight. The reaction mixture was quenched with water and extracted wi...